Dataset: the Open Reaction Database (ORD), a public repository of structured organic reaction records. Task: describe an organic reaction: reactants, conditions, products, and yield The reactants are O=C1N(c2cc(Cl)cc(Cl)c2)C(=O)C2(Cc3ccc(Br)cc3)CNCCN12, C=O, CCOC(C)=O, O=CO, O. Yields the product CN1CCN2C(=O)N(c3cc(Cl)cc(Cl)c3)C(=O)C2(Cc2ccc(Br)cc2)C1. Reaction SMILES: [Br:1][c:2]1[cH:3][cH:4][c:5]([CH2:6][C:7]23[CH2:8][NH:9][CH2:10][CH2:11][N:12]2[C:13](=[O:25])[N:14]([c:17]2[cH:18][c:19]([Cl:24])[cH:20][c:21]([Cl:23])[cH:22]2)[C:15]3=[O:16])[cH:26][cH:27]1.[CH2:28]=[O:29].[CH3:34][CH2:35][O:36][C:37]([CH3:38])=[O:39].[CH:30]([OH:31])=[O:32].[OH2:33]>>[Br:1][c:2]1[cH:3][cH:4][c:5]([CH2:6][C:7]23[CH2:8][N:9]([CH3:28])[CH2:10][CH2:11][N:12]2[C:13](=[O:25])[N:14]([c:17]2[cH:18][c:19]([Cl:24])[cH:20][c:21]([Cl:23])[cH:22]2)[C:15]3=[O:16])[cH:26][cH:27]1. The reactants are CC(C(C)C)(C1=CC=C(C=C1)B1OC(C(O1)(C)C)(C)C)C1=CC=C(C=N1)O (6-{1,2-dimethyl-1-[4-(4,4,5,5-tetramethyl-1,3,2-dioxaborolan-2-yl)phenyl]propyl}pyridin-3-ol), CC(C(C)C)(C1=CC=C(C=C1)B1OC(C(O1)(C)C)(C)C)C1=NC=C(C=C1)OCC1=NC=CC=C1 (2-{1,2-dimethyl-1-[4-(4,4,5,5-tetramethyl-1,3,2-dioxaborolan-2-yl)phenyl]propyl}-5-(pyridin-2-ylmethoxy)pyridine), ClC=1N=NC(=CC1)Cl (3,6-dichloropyridazine), compound 5, ClC=1N=NC(=CC1)C(F)(F)F (3-chloro-6-trifluoromethylpyridazine). Product: CC(C(C)C)(C1=CC=C(C=C1)C=1N=NC(=CC1)C(F)(F)F)C1=CC=C(C=N1)O (6-(1,2-dimethyl-1-{4-[6-(trifluoromethyl)pyridazin-3-yl]phenyl}propyl)pyridin-3-ol). RXN SMILES: [CH3:1][C:2]([C:21]1[N:26]=[CH:25][C:24]([OH:27])=[CH:23][CH:22]=1)([C:6]1[CH:11]=[CH:10][C:9](B2OC(C)(C)C(C)(C)O2)=[CH:8][CH:7]=1)[CH:3]([CH3:5])[CH3:4].Cl[C:29]1[N:30]=[N:31][C:32]([C:35]([F:38])([F:37])[F:36])=[CH:33][CH:34]=1.CC(C1C=CC(OCC2C=CC=CN=2)=CN=1)(C1C=CC(B2OC(C)(C)C(C)(C)O2)=CC=1)C(C)C.ClC1N=NC(Cl)=CC=1>>[CH3:1][C:2]([C:21]1[N:26]=[CH:25][C:24]([OH:27])=[CH:23][CH:22]=1)([C:6]1[CH:7]=[CH:8][C:9]([C:29]2[N:30]=[N:31][C:32]([C:35]([F:38])([F:37])[F:36])=[CH:33][CH:34]=2)=[CH:10][CH:11]=1)[CH:3]([CH3:4])[CH3:5]. Procedure: Compound 8b was prepared from 8a following procedures similar to those described for preparing compound 5, substituting compound 8a and 3-chloro-6-trifluoromethylpyridazine for compound 5a and 3,6-dichloropyridazine, respectively. m/z (ES) 402 (MH)+) The reactants are ClC=1C(=NC(N(C1C)CC=1SC=CC1)=O)SC (5-chloro-6-methyl-4-methylthio-1-(2-thienylmethyl)pyrimidin-2-one), O.NN (hydrazine hydrate). Solvent: C(C)O (ethanol). Yields the product ClC=1C(=NC(N(C1C)CC=1SC=CC1)=O)NN (5-Chloro-4-hydrazino-6-methyl-1-(2-thienylmethyl)pyrimidin-2-one). Reaction SMILES: [Cl:1][C:2]1[C:3](SC)=[N:4][C:5](=[O:15])[N:6]([CH2:9][C:10]2[S:11][CH:12]=[CH:13][CH:14]=2)[C:7]=1[CH3:8].O.[NH2:19][NH2:20]>C(O)C>[Cl:1][C:2]1[C:3]([NH:19][NH2:20])=[N:4][C:5](=[O:15])[N:6]([CH2:9][C:10]2[S:11][CH:12]=[CH:13][CH:14]=2)[C:7]=1[CH3:8] |f:1.2|. Procedure details: A solution of 5-chloro-6-methyl-4-methylthio-1-(2-thienylmethyl)pyrimidin-2-one (987 mg) and hydrazine hydrate (98-100%) (2.5 ml) in ethanol (50 ml) was stirred and heated at reflux for one hour. The solution was evaporated to a gum which crystallised from ethanol to give pale purple crystals of the title pyrimidinone (649 mg) m.p. 184°-187° C.; λmax (EtOH) 232 nm (ε 14,720), 291.5 nm (ε 10,400). Reactants: CO, Cl, CC(C)(C)OC(=O)N1CCC(Oc2ncccc2N2CCOCC2)CC1. Product: Cl, c1cnc(OC2CCNCC2)c(N2CCOCC2)c1. As a reaction SMILES: [CH3:28][OH:29].[ClH:27].[O:1]1[CH2:2][CH2:3][N:4]([c:7]2[c:8]([O:13][CH:14]3[CH2:15][CH2:16][N:17]([C:20]([O:21][C:22]([CH3:23])([CH3:24])[CH3:25])=[O:26])[CH2:18][CH2:19]3)[n:9][cH:10][cH:11][cH:12]2)[CH2:5][CH2:6]1>>[ClH:27].[O:1]1[CH2:2][CH2:3][N:4]([c:7]2[c:8]([O:13][CH:14]3[CH2:15][CH2:16][NH:17][CH2:18][CH2:19]3)[n:9][cH:10][cH:11][cH:12]2)[CH2:5][CH2:6]1. Starting materials: C(C)(C)N (Isopropylamine), [N+](=O)([O-])C1=CC=C(C=C1)O (4-nitrophenol), C([O-])([O-])=O.[K+].[K+] (potassium carbonate), ClCC1(OC1)C (2-chloromethyl-2-methyloxirane). Solvent: CN(C)C=O (DMF). Reaction conditions: temperature 80 celsius, time 12 hour. Product: OC(COC1=CC=C(C=C1)[N+](=O)[O-])(CNC(C)C)C (4-[2-Hydroxy-2-methyl-3-(isopropylamino)propoxy]nitrobenzene). Isolated yield 26.2%. As a reaction SMILES: [N+:1]([C:4]1[CH:9]=[CH:8][C:7]([OH:10])=[CH:6][CH:5]=1)([O-:3])=[O:2].C(=O)([O-])[O-].[K+].[K+].Cl[CH2:18][C:19]1([CH3:22])[CH2:21][O:20]1.[CH:23]([NH2:26])([CH3:25])[CH3:24]>CN(C=O)C>[OH:20][C:19]([CH3:22])([CH2:21][NH:26][CH:23]([CH3:25])[CH3:24])[CH2:18][O:10][C:7]1[CH:8]=[CH:9][C:4]([N+:1]([O-:3])=[O:2])=[CH:5][CH:6]=1 |f:1.2.3|. Reported procedure: A mixture of 4-nitrophenol (1.0 g, 7.1 mmol), potassium carbonate (1.30 g, 9.4 mmol) and 2-chloromethyl-2-methyloxirane (0.84 g, 7.9 mmol) in DMF (50 ml) was stirred for 12 hours and then heated at 80° C. for 12 hours. Insoluble material was removed by filtration and washed with DMF (10 ml). The combined filtrate and washings were concentrated and the residue was dissolved in methanol (20 ml). Isopropylamine (6.13 ml, 71 mmol) was added and the mixture was stirred for 12 hours. Volatile material...